Dataset: the Open Reaction Database (ORD), a public repository of structured organic reaction records. Task: describe an organic reaction: reactants, conditions, products, and yield The reactants are [N+](=O)([O-])C1=C(C=CC(=C1)OCC1=CC=CC=C1)O (2-Nitro-4-phenylmethoxy-phenol), C([O-])([O-])=O.[K+].[K+] (potassium carbonate), CI (methyl iodide). Reagents/catalysts: [Br-].C(CCC)[N+](CCCC)(CCCC)CCCC (tetrabutylammonium bromide). Solvent: CC(=O)C (acetone). Yields the product [N+](=O)([O-])C1=C(C=CC(=C1)OCC1=CC=CC=C1)OC (2-nitro-4-phenylmethoxyanisole). As a reaction SMILES: [N+:1]([C:4]1[CH:9]=[C:8]([O:10][CH2:11][C:12]2[CH:17]=[CH:16][CH:15]=[CH:14][CH:13]=2)[CH:7]=[CH:6][C:5]=1[OH:18])([O-:3])=[O:2].[C:19](=O)([O-])[O-].[K+].[K+].CI>[Br-].C([N+](CCCC)(CCCC)CCCC)CCC.CC(C)=O>[N+:1]([C:4]1[CH:9]=[C:8]([O:10][CH2:11][C:12]2[CH:17]=[CH:16][CH:15]=[CH:14][CH:13]=2)[CH:7]=[CH:6][C:5]=1[O:18][CH3:19])([O-:3])=[O:2] |f:1.2.3,5.6|. Procedure details: 2-Nitro-4-phenylmethoxy-phenol is methylated by contacting it with a slight molar excess of potassium carbonate and a large molar excess of methyl iodide and tetrabutylammonium bromide (TBAB) in an inert solvent (such as acetone) and refluxed for 8 to 15 hours, preferably 12 hours. After cooling, filtration and evaporation of the solvent, the residue is purified by conventional means to give 2-nitro-4-phenylmethoxyanisole, which in turn is hydrogenated to give the corresponding aniline of Formul...